Dataset: the Open Reaction Database (ORD), a public repository of structured organic reaction records. Task: describe an organic reaction: reactants, conditions, products, and yield Starting materials: O=C(c1ccccc1)c1ccccc1, C1CCOC1, O=C(OO)c1cccc(Cl)c1, CSc1nc(N)ncc1S(=O)(=O)NC(=O)NC(C)C, [Na]. Yields the product CC(C)NC(=O)NS(=O)(=O)c1cnc(N)nc1S(C)=O. RXN SMILES: [C:20]([c:21]1[cH:22][cH:23][cH:24][cH:25][cH:26]1)(=[O:27])[c:28]1[cH:29][cH:30][cH:31][cH:32][cH:33]1.[CH2:46]1[O:47][CH2:48][CH2:49][CH2:50]1.[Cl:35][c:36]1[cH:37][cH:38][cH:39][c:40]([C:41]([O:42][OH:43])=[O:44])[cH:45]1.[NH2:1][c:2]1[n:3][cH:4][c:5]([S:10](=[O:11])(=[O:12])[NH:13][C:14](=[O:15])[NH:16][CH:17]([CH3:18])[CH3:19])[c:6]([S:8][CH3:9])[n:7]1.[Na:34]>>[NH2:1][c:2]1[n:3][cH:4][c:5]([S:10](=[O:11])(=[O:12])[NH:13][C:14](=[O:15])[NH:16][CH:17]([CH3:18])[CH3:19])[c:6]([S:8]([CH3:9])=[O:27])[n:7]1. Starting materials: C(C=C)#N (acrylonitrile), Cl.NC1C(N(C2=CC=C(C=C12)OC)C1=CC=C(C=C1)F)=O (3-amino-1-(4-fluorophenyl)-2,3-dihydro-5-methoxy-1H-indol-2-one hydrochloride), C([O-])([O-])=O.[K+].[K+] (potassium carbonate), C(C=C)#N (acrylonitrile), ice water. Solvent: CS(=O)C (dimethyl sulfoxide). Conditions: time 2 hour. Product: NC1(C(N(C2=CC=C(C=C12)OC)C1=CC=C(C=C1)F)=O)CCC#N (3-[3-amino-1-(4-fluorophenyl)-2,3-dihydro-5-methoxy-2-oxo-1H-indol-3-yl]propanenitrile). RXN SMILES: Cl.[NH2:2][CH:3]1[C:11]2[C:6](=[CH:7][CH:8]=[C:9]([O:12][CH3:13])[CH:10]=2)[N:5]([C:14]2[CH:19]=[CH:18][C:17]([F:20])=[CH:16][CH:15]=2)[C:4]1=[O:21].C(=O)([O-])[O-].[K+].[K+].[C:28](#[N:31])[CH:29]=[CH2:30]>CS(C)=O>[NH2:2][C:3]1([CH2:30][CH2:29][C:28]#[N:31])[C:11]2[C:6](=[CH:7][CH:8]=[C:9]([O:12][CH3:13])[CH:10]=2)[N:5]([C:14]2[CH:19]=[CH:18][C:17]([F:20])=[CH:16][CH:15]=2)[C:4]1=[O:21] |f:0.1,2.3.4|. Procedure details: A mixture of 60 g of 3-amino-1-(4-fluorophenyl)-2,3-dihydro-5-methoxy-1H-indol-2-one hydrochloride, 43 g of potassium carbonate, 20 ml of acrylonitrile and 200 ml of dimethyl sulfoxide was stirred at room temperature under argon atmosphere for 2 hours. 2 ml of acrylonitrile was added to the mixture, and stirring was continued overnight. The reaction mixture was poured into ice water and extracted with ethyl acetate. The extract was washed with a saturated sodium chloride solution, dried over anh... Reaction SMILES: [CH2:1]([CH:2]=[CH2:3])[O:4][C:5]([c:6]1[cH:7][c:8]([C:15]([N:16]([CH3:17])[O:18][CH2:19][CH:20]=[CH2:21])=[O:22])[cH:9][c:10]([N+:12]([O-:13])=[O:14])[cH:11]1)=[O:23].[CH3:30][CH2:31][O:32][C:33](=[O:34])[CH3:35].[NH3:29].[OH2:24].[OH2:25].[Sn:26]([Cl:27])[Cl:28]>>[CH2:1]([CH:2]=[CH2:3])[O:4][C:5]([c:6]1[cH:7][c:8]([C:15]([N:16]([CH3:17])[O:18][CH2:19][CH:20]=[CH2:21])=[O:22])[cH:9][c:10]([NH2:12])[cH:11]1)=[O:23]. Product: C=CCOC(=O)c1cc(N)cc(C(=O)N(C)OCC=C)c1. The reactants are C=CCOC(=O)c1cc(C(=O)N(C)OCC=C)cc([N+](=O)[O-])c1, CCOC(C)=O, N, O, O, Cl[Sn]Cl. Starting materials: CCOC(=O)C1=C(C(OC)OC)Nc2nccn2C1c1cccc([N+](=O)[O-])c1, CC(C)=O, Cl, O. The product is Cl, CCOC(=O)C1=C(C=O)Nc2nccn2C1c1cccc([N+](=O)[O-])c1. RXN SMILES: [CH3:2][O:3][CH:4]([C:5]1=[C:10]([C:11](=[O:12])[O:13][CH2:14][CH3:15])[CH:9]([c:16]2[cH:17][c:18]([N+:22](=[O:23])[O-:24])[cH:19][cH:20][cH:21]2)[n:8]2[c:7]([n:27][cH:26][cH:25]2)[NH:6]1)[O:28][CH3:29].[CH3:30][C:31](=[O:32])[CH3:33].[ClH:1].[OH2:34]>>[ClH:1].[O:3]=[CH:4][C:5]1=[C:10]([C:11](=[O:12])[O:13][CH2:14][CH3:15])[CH:9]([c:16]2[cH:17][c:18]([N+:22](=[O:23])[O-:24])[cH:19][cH:20][cH:21]2)[n:8]2[c:7]([n:27][cH:26][cH:25]2)[NH:6]1. Starting materials: NC1=NC=2C=CC=CC2C2=C1N=C(N2CCNC(=O)NC(C)C)COCC (N-{2-[4-amino-2-(ethoxymethyl)-1H-imidazo[4,5-c]quinolin-1-yl]ethyl}-N′-isopropylurea). The yield is 45.1%. The solvent is ClCCl (dichloromethane). Reaction SMILES: [NH2:1][C:2]1[C:11]2[N:12]=[C:13]([CH2:24][O:25]CC)[N:14]([CH2:15][CH2:16][NH:17][C:18]([NH:20][CH:21]([CH3:23])[CH3:22])=[O:19])[C:10]=2[C:9]2[CH:8]=[CH:7][CH:6]=[CH:5][C:4]=2[N:3]=1>ClCCl>[NH2:1][C:2]1[C:11]2[N:12]=[C:13]([CH2:24][OH:25])[N:14]([CH2:15][CH2:16][NH:17][C:18]([NH:20][CH:21]([CH3:23])[CH3:22])=[O:19])[C:10]=2[C:9]2[CH:8]=[CH:7][CH:6]=[CH:5][C:4]=2[N:3]=1. Procedure details: A stirring solution of N-{2-[4-amino-2-(ethoxymethyl)-1H-imidazo[4,5-c]quinolin-1-yl]ethyl}-N′-isopropylurea (400 mg, 1.1 mmol) in dichloromethane (50 mL) was sealed with a septum and purged with nitrogen gas. The solution was cooled in an ice/water bath and a 1.0 M solution of boron tribromide in dichloromethane (2.2 mL) was added via syringe. The resulting mixture was stirred for 2 hours while warming to ambient temperature. The mixture was cooled back to 0° C. in an ice/water bath and the sec... Conditions: time 2 hour. The product is NC1=NC=2C=CC=CC2C2=C1N=C(N2CCNC(=O)NC(C)C)CO (N-{2-[4-amino-2-(hydroxymethyl)-1H-imidazo[4,5-c]quinolin-1-yl]ethyl}-N′-isopropylurea). Starting materials: CC(=O)O, Nc1ccccc1, O, CC(=O)C(=NO)C(=O)OC(C)(C)C, c1ccccc1. The product is CC(=Nc1ccccc1)C(=NO)C(=O)OC(C)(C)C. Reaction SMILES: [CH3:21][C:22](=[O:23])[OH:24].[NH2:14][c:15]1[cH:16][cH:17][cH:18][cH:19][cH:20]1.[OH2:25].[OH:1][N:2]=[C:3]([C:4](=[O:5])[O:6][C:7]([CH3:8])([CH3:9])[CH3:10])[C:11]([CH3:12])=[O:13].[cH:26]1[cH:27][cH:28][cH:29][cH:30][cH:31]1>>[OH:1][N:2]=[C:3]([C:4](=[O:5])[O:6][C:7]([CH3:8])([CH3:9])[CH3:10])[C:11]([CH3:12])=[N:14][c:15]1[cH:16][cH:17][cH:18][cH:19][cH:20]1. Starting materials: [H-].[Na+] (sodium hydride), O (water), CCOC(=O)C(C)P(=O)(OCC)OCC (triethyl 2-phosphonopropionate), C(C)C1=C2C(=C(C=C(C2=CC=C1)C=O)OC)OCOC (5-ethyl-3-methoxy-4-methoxymethoxy-1-naphthalenecarbaldehyde). Run in CN(C=O)C (N,N-dimethylformamide). Conditions: time 1 hour. Yields the product C(C)C1=C2C(=C(C=C(C2=CC=C1)/C=C(/C(=O)O)\C)OC)O ((E)-3-(5-ethyl-4-hydroxy-3-methoxy-1-naphthyl)-2-methylpropenoic acid). The yield is 122.0%. RXN SMILES: [H-].[Na+].CC[O:5][C:6]([CH:8](P(OCC)(OCC)=O)[CH3:9])=[O:7].[CH2:18]([C:20]1[CH:29]=[CH:28][CH:27]=[C:26]2[C:21]=1[C:22]([O:34]COC)=[C:23]([O:32][CH3:33])[CH:24]=[C:25]2[CH:30]=O)[CH3:19].O>CN(C)C=O>[CH2:18]([C:20]1[CH:29]=[CH:28][CH:27]=[C:26]2[C:21]=1[C:22]([OH:34])=[C:23]([O:32][CH3:33])[CH:24]=[C:25]2/[CH:30]=[C:8](\[CH3:9])/[C:6]([OH:5])=[O:7])[CH3:19] |f:0.1|. Reported procedure: 36 g of 60% sodium hydride was suspended in 500 ml of N,N-dimethylformamide and 268 g of triethyl 2-phosphonopropionate was added at ice bath temperature. After stirring at room temperature for 1 hour, a solution of 206 g of 5-ethyl-3-methoxy-4-methoxymethoxy-1-naphthalenecarbaldehyde was added. After stirring at room temperature for 15 minutes, ice cooled water was gradually added at ice bath temperature. The mixture was extracted with ethyl acetate and the combined organic layer was washed wit...